The task is: describe an organic reaction: reactants, conditions, products, and yield. This data is from the Open Reaction Database (ORD), a public repository of structured organic reaction records. Starting materials: OC1C(C(C(C1)O)CC=CCCCC(=O)OC)COC(NC1=CC=CC=C1)=O (Methyl 7-[3,5Dihydroxy-2-phenylcarbamoyloxymethylcyclopentyl]hept-5-enoate), C(C1=CC=CC=C1)NC(=O)OCC1C(C(CC1OC1OCCCC1)OC1OCCCC1)CC=CCCCC(=O)OC (Methyl 7-[2-Benzylcarbamoyloxymethyl-3,5bis(tetrahydropyran-2-yloxy)-cyclopentyl]hept-5enoate), C1(=CC=C(C=C1)S(=O)(=O)[O-])C.[NH+]1=CC=CC=C1 (pyridinium p-toluenesulfonate). Yields the product C(C1=CC=CC=C1)NC(=O)OCC1C(C(CC1O)O)CC=CCCCC(=O)OC (Methyl 7-[2-Benzylcarbamoyloxymethyl-3,5dihydroxycyclopentyl]hept-5-enoate). Isolated yield 89.9%. RXN SMILES: OC1CC(O)C(CC=CCCCC(OC)=O)C1COC(=O)NC1C=CC=CC=1.[CH2:29]([NH:36][C:37]([O:39][CH2:40][CH:41]1[CH:45]([O:46]C2CCCCO2)[CH2:44][CH:43]([O:53]C2CCCCO2)[CH:42]1[CH2:60][CH:61]=[CH:62][CH2:63][CH2:64][CH2:65][C:66]([O:68][CH3:69])=[O:67])=[O:38])[C:30]1[CH:35]=[CH:34][CH:33]=[CH:32][CH:31]=1.C1(C)C=CC(S([O-])(=O)=O)=CC=1.[NH+]1C=CC=CC=1>>[CH2:29]([NH:36][C:37]([O:39][CH2:40][CH:41]1[CH:45]([OH:46])[CH2:44][CH:43]([OH:53])[CH:42]1[CH2:60][CH:61]=[CH:62][CH2:63][CH2:64][CH2:65][C:66]([O:68][CH3:69])=[O:67])=[O:38])[C:30]1[CH:35]=[CH:34][CH:33]=[CH:32][CH:31]=1 |f:2.3|. Procedure details: According to the procedures described for 3a the reaction of bis-THP ether 2b (240 mg, 0.42 mmol) and pyridinium p-toluenesulfonate (100 mg, 0.40 mmol) afforded 153.1 mg (90%) of the title compound after purification by flash column chromatography (silica gel, 1:1 hexane/EtOAc). The reactants are [Br-], CC(C)(C)[Si](C)(C)Oc1cc(F)cc(C=O)c1F, CC[Mg+], C1CCOC1. Yields the product CCC(O)c1cc(F)cc(O[Si](C)(C)C(C)(C)C)c1F. As a reaction SMILES: [Br-:19].[C:1]([CH3:2])([CH3:3])([CH3:4])[Si:5]([O:6][c:7]1[c:8]([F:16])[c:9]([CH:10]=[O:11])[cH:12][c:13]([F:15])[cH:14]1)([CH3:17])[CH3:18].[CH2:20]([CH3:21])[Mg+:22].[CH2:23]1[O:24][CH2:25][CH2:26][CH2:27]1>>[C:1]([CH3:2])([CH3:3])([CH3:4])[Si:5]([O:6][c:7]1[c:8]([F:16])[c:9]([CH:10]([OH:11])[CH2:20][CH3:21])[cH:12][c:13]([F:15])[cH:14]1)([CH3:17])[CH3:18]. The reactants are CC(=O)CCC(=O)OCC(=O)OCc1ccccc1, COc1ccc(NN)cc1, CC(=O)O, O. Product: COc1ccc(NN=C(COC(=O)CCC(C)=O)OCc2ccccc2)cc1. Reaction SMILES: [C:12]([CH2:13][CH2:14][C:15](=[O:16])[CH3:17])(=[O:18])[O:19][CH2:20][C:21](=[O:22])[O:23][CH2:24][c:25]1[cH:26][cH:27][cH:28][cH:29][cH:30]1.[CH3:1][O:2][c:3]1[cH:4][cH:5][c:6]([NH:9][NH2:10])[cH:7][cH:8]1.[CH3:31][C:32](=[O:33])[OH:34].[OH2:11]>>[CH3:1][O:2][c:3]1[cH:4][cH:5][c:6]([NH:9][N:10]=[C:21]([CH2:20][O:19][C:12]([CH2:13][CH2:14][C:15](=[O:16])[CH3:17])=[O:18])[O:23][CH2:24][c:25]2[cH:26][cH:27][cH:28][cH:29][cH:30]2)[cH:7][cH:8]1. Starting materials: OC1=C(C(=O)O)C=CC=C1O (2,3-dihydroxybenzoic acid), C([O-])([O-])=O.[K+].[K+] (potassium carbonate), BrCCBr (1,2-dibromoethane). Run in CN(C=O)C (N,N-dimethylformamide), O (water). Reaction conditions: temperature 65 celsius. The product is C(=O)(O)C1=CC=CC=2OCCOC21 (5-Carboxy-2,3-dihydro-1,4-benzodioxin). Reaction SMILES: [OH:1][C:2]1[C:10]([OH:11])=[CH:9][CH:8]=[CH:7][C:3]=1[C:4]([OH:6])=[O:5].C(=O)([O-])[O-].[K+].[K+].Br[CH2:19][CH2:20]Br>CN(C)C=O.O>[C:4]([C:3]1[C:2]2[O:1][CH2:20][CH2:19][O:11][C:10]=2[CH:9]=[CH:8][CH:7]=1)([OH:6])=[O:5] |f:1.2.3|. Procedure details: A mixture of 10.8 g (70 mmol) of 2,3-dihydroxybenzoic acid, 38.6 g (280 mmol) of dry potassium carbonate and 24 ml (278 mmol) of 1,2-dibromoethane in 40 ml of N,N-dimethylformamide is heated at 65° C. for 24 hours under an inert atmosphere. After cooling, the reaction mixture is diluted with water and then extracted with ether. The aqueous phase is then acidified with a 3N hydrochloric acid solution and subsequently extracted with dichloromethane. After removal of the solvent by evaporation in v... The reactants are O=C([O-])[O-], CS(C)=O, CS(=O)(=O)NC(=O)c1cc(Cl)c(Oc2cnc(F)c(Cl)c2)cc1F, Cl, FC1(F)CNC1, [K+], [K+], O. Yields the product CS(=O)(=O)NC(=O)c1cc(Cl)c(Oc2cnc(N3CC(F)(F)C3)c(Cl)c2)cc1F. As a reaction SMILES: [C:32](=[O:33])([O-:34])[O-:35].[CH3:38][S:39]([CH3:40])=[O:41].[Cl:8][c:9]1[c:10]([O:23][c:24]2[cH:25][n:26][c:27]([F:31])[c:28]([Cl:30])[cH:29]2)[cH:11][c:12]([F:22])[c:13]([C:14](=[O:15])[NH:16][S:17](=[O:18])(=[O:19])[CH3:20])[cH:21]1.[ClH:1].[F:2][C:3]1([F:7])[CH2:4][NH:5][CH2:6]1.[K+:36].[K+:37].[OH2:42]>>[F:2][C:3]1([F:7])[CH2:4][N:5]([c:27]2[n:26][cH:25][c:24]([O:23][c:10]3[c:9]([Cl:8])[cH:21][c:13]([C:14](=[O:15])[NH:16][S:17](=[O:18])(=[O:19])[CH3:20])[c:12]([F:22])[cH:11]3)[cH:29][c:28]2[Cl:30])[CH2:6]1. Starting materials: CCO, Cl, CC(C)(C)OC(=O)N1CC(F)(c2ccc(C=O)cc2)C1, NO, O. The product is CC(C)(C)OC(=O)N1CC(F)(c2ccc(C=NO)cc2)C1. RXN SMILES: [CH3:25][CH2:26][OH:27].[ClH:23].[F:1][C:2]1([c:13]2[cH:14][cH:15][c:16]([CH:19]=[O:20])[cH:17][cH:18]2)[CH2:3][N:4]([C:6](=[O:7])[O:8][C:9]([CH3:10])([CH3:11])[CH3:12])[CH2:5]1.[NH2:21][OH:22].[OH2:24]>>[F:1][C:2]1([c:13]2[cH:14][cH:15][c:16]([CH:19]=[N:21][OH:22])[cH:17][cH:18]2)[CH2:3][N:4]([C:6](=[O:7])[O:8][C:9]([CH3:10])([CH3:11])[CH3:12])[CH2:5]1.